From a dataset of the Open Reaction Database (ORD), a public repository of structured organic reaction records. describe an organic reaction: reactants, conditions, products, and yield Starting materials: CCCCCCCCCCCOc1cc(CCl)cc(OCCCCCCCCCCC)c1, [N-]=[N+]=[N-], [Na+], CN(C)C=O. Yields the product CCCCCCCCCCCOc1cc(CN=[N+]=[N-])cc(OCCCCCCCCCCC)c1. RXN SMILES: [CH2:1]([CH2:2][CH2:3][CH2:4][CH2:5][CH2:6][CH2:7][CH2:8][CH2:9][CH2:10][CH3:11])[O:12][c:13]1[cH:14][c:15]([CH2:16][Cl:17])[cH:18][c:19]([O:21][CH2:22][CH2:23][CH2:24][CH2:25][CH2:26][CH2:27][CH2:28][CH2:29][CH2:30][CH2:31][CH3:32])[cH:20]1.[N-:34]=[N+:35]=[N-:36].[Na+:33].[O:37]=[CH:38][N:39]([CH3:40])[CH3:41]>>[CH2:1]([CH2:2][CH2:3][CH2:4][CH2:5][CH2:6][CH2:7][CH2:8][CH2:9][CH2:10][CH3:11])[O:12][c:13]1[cH:14][c:15]([CH2:16][N:34]=[N+:35]=[N-:36])[cH:18][c:19]([O:21][CH2:22][CH2:23][CH2:24][CH2:25][CH2:26][CH2:27][CH2:28][CH2:29][CH2:30][CH2:31][CH3:32])[cH:20]1. Starting materials: C(C)(=O)C1C[C@H](N(C1)C(=O)OCC=C)C(=O)O ((2S)-4-acetyl-1-allyloxycarbonylpyrrolidine-2-carboxylic acid), O.ON1N=NC2=C1C=CC=C2 (1-hydroxybenzotriazole hydrate), Cl.CNC (dimethylamine hydrochloride), C(C)N=C=NCCCN(C)C (1-ethyl-3-(3-dimethylaminopropyl)carbodiimide). The solvent is O (water), C(C)(=O)OCC (ethyl acetate), O1CCCC1 (tetrahydrofuran). Conditions: time 2 hour. Product: C(C)(=O)C1C[C@H](N(C1)C(=O)OCC=C)C(N(C)C)=O ((2S)-4-acetyl-1-allyloxycarbonyl-2-dimethylcarbamoylpyrrolidine). The yield is 42.5%. RXN SMILES: [C:1]([CH:4]1[CH2:8][N:7]([C:9]([O:11][CH2:12][CH:13]=[CH2:14])=[O:10])[C@H:6]([C:15]([OH:17])=O)[CH2:5]1)(=[O:3])[CH3:2].O.ON1C2C=CC=CC=2N=N1.Cl.[CH3:30][NH:31][CH3:32].C(N=C=NCCCN(C)C)C>O1CCCC1.O.C(OCC)(=O)C>[C:1]([CH:4]1[CH2:8][N:7]([C:9]([O:11][CH2:12][CH:13]=[CH2:14])=[O:10])[C@H:6]([C:15](=[O:17])[N:31]([CH3:32])[CH3:30])[CH2:5]1)(=[O:3])[CH3:2] |f:1.2,3.4|. Reported procedure: To a solution of (2S)-4-acetyl-1-allyloxycarbonylpyrrolidine-2-carboxylic acid (23.27 g) in tetrahydrofuran (230 ml) were added in turn 1-hydroxybenzotriazole hydrate (13.7 g), dimethylamine hydrochloride (8.27 g) and 1-ethyl-3-(3-dimethylaminopropyl)carbodiimide (18.5 ml) at 0° C. After 2 hours, the reaction mixture was poured into a mixture of ethyl acetate and water, the organic layer was separated, washed twice with saturated aqueous layer hydrogen carbonate and brine in turn. The solvent wa... Starting materials: ClC1=NC=C(C(=N1)Cl)[N+](=O)[O-] (2,4-dichloro-5-nitro-pyrimidine), C([O-])(O)=O.[Na+] (sodium bicarbonate), C(C)OC(C(CN[C@H]1[C@@H](C1)C1=CC=CC=C1)(F)F)=O (2,2-difluoro-3-(trans-2-phenyl-cyclopropylamino)-propionic acid ethyl ester). Solvent: C(C)(=O)OCC (ethyl acetate), C(C)(=O)OCC (ethyl acetate). Reaction conditions: time 17 hour. The product is C(C)OC(C(CN([C@H]1[C@@H](C1)C1=CC=CC=C1)C1=NC(=NC=C1[N+](=O)[O-])Cl)(F)F)=O (3-[(2-chloro-5-nitro-pyrimidin-4-yl)-(trans-2-phenyl-cyclopropyl)-amino]-2,2-difluoro-propionic acid ethyl ester). Isolated yield 95.3%. As a reaction SMILES: [CH2:1]([O:3][C:4](=[O:19])[C:5]([F:18])([F:17])[CH2:6][NH:7][C@@H:8]1[CH2:10][C@H:9]1[C:11]1[CH:16]=[CH:15][CH:14]=[CH:13][CH:12]=1)[CH3:2].[Cl:20][C:21]1[N:26]=[C:25](Cl)[C:24]([N+:28]([O-:30])=[O:29])=[CH:23][N:22]=1.C(=O)(O)[O-].[Na+]>C(OCC)(=O)C>[CH2:1]([O:3][C:4](=[O:19])[C:5]([F:18])([F:17])[CH2:6][N:7]([C:23]1[C:24]([N+:28]([O-:30])=[O:29])=[CH:25][N:26]=[C:21]([Cl:20])[N:22]=1)[C@@H:8]1[CH2:10][C@H:9]1[C:11]1[CH:16]=[CH:15][CH:14]=[CH:13][CH:12]=1)[CH3:2] |f:2.3|. Procedure: A solution of 7.8 g (0.029 mole) of 2,2-difluoro-3-(trans-2-phenyl-cyclopropylamino)-propionic acid ethyl ester in 20 mL of ethyl acetate was added over 5 minutes to a cooled (0 degrees) mixture of 5.6 g (0.029 mole) of 2,4-dichloro-5-nitro-pyrimidine, 9.7 g (0.12 mole) of sodium bicarbonate and 80 mL of ethyl acetate. The cooling bath was removed and the mixture stirred for 17 hours at room temperature. Activated charcoal was added and after stirring briefly, the mixture was filtered through a ... Starting materials: FC1=CC=C(C=C1)C(O)(C1CCNCC1)C1=CC=C(C=C1)F ([α,α-bis(p-fluorophenyl)]-4-piperidinemethanol), ClCCCOC1=CC=C(C#N)C=C1 (4-(3-chloropropoxy)benzonitrile). Reagents/catalysts: [I-].[K+] (potassium iodide). Product: FC1=CC=C(C=C1)C(C1CCN(CC1)CCCOC1=CC=C(C#N)C=C1)(O)C1=CC=C(C=C1)F (4-[3-[4-[Bis(4-fluorophenyl)hydroxymethyl]-1-piperidinyl]propoxy]benzonitrile). Yield: 30.0%. As a reaction SMILES: [F:1][C:2]1[CH:7]=[CH:6][C:5]([C:8]([C:16]2[CH:21]=[CH:20][C:19]([F:22])=[CH:18][CH:17]=2)([CH:10]2[CH2:15][CH2:14][NH:13][CH2:12][CH2:11]2)[OH:9])=[CH:4][CH:3]=1.Cl[CH2:24][CH2:25][CH2:26][O:27][C:28]1[CH:35]=[CH:34][C:31]([C:32]#[N:33])=[CH:30][CH:29]=1>[I-].[K+]>[F:1][C:2]1[CH:7]=[CH:6][C:5]([C:8]([C:16]2[CH:17]=[CH:18][C:19]([F:22])=[CH:20][CH:21]=2)([OH:9])[CH:10]2[CH2:11][CH2:12][N:13]([CH2:24][CH2:25][CH2:26][O:27][C:28]3[CH:35]=[CH:34][C:31]([C:32]#[N:33])=[CH:30][CH:29]=3)[CH2:14][CH2:15]2)=[CH:4][CH:3]=1 |f:2.3|. Reported procedure: Following the procedure of Example 1, [α,α-bis(p-fluorophenyl)]-4-piperidinemethanol and 4-(3-chloropropoxy)benzonitrile were reacted using potassium iodide as catalyst to give the white title compound (recrystallizing from isopropyl alcohol-isopropyl ether) in 30% yield, m.p. 107°-108° C.